describe an organic reaction: reactants, conditions, products, and yield From a dataset of the Open Reaction Database (ORD), a public repository of structured organic reaction records. Starting materials: NS(=O)(=O)C1=CC=C(C=C1)C=1C(=NOC1COC1=CC=C(C(=O)OC)C=C1)C1=CC=CC=C1 (Methyl 4-[[4-[4-(aminosulfonyl)phenyl]-3-phenylisoxazol-5-yl]methoxy]benzoate), [OH-].[Li+] (lithium hydroxide). Run in O1CCCC1.CO.O (tetrahydrofuran methanol water). Yields the product NS(=O)(=O)C1=CC=C(C=C1)C=1C(=NOC1COC1=CC=C(C(=O)O)C=C1)C1=CC=CC=C1 (4-[[4-[4-(Aminosulfonyl)phenyl]-3-phenylisoxazol-5-yl]methoxy]benzoic acid). Isolated yield 60.3%. RXN SMILES: [NH2:1][S:2]([C:5]1[CH:10]=[CH:9][C:8]([C:11]2[C:12]([C:28]3[CH:33]=[CH:32][CH:31]=[CH:30][CH:29]=3)=[N:13][O:14][C:15]=2[CH2:16][O:17][C:18]2[CH:27]=[CH:26][C:21]([C:22]([O:24]C)=[O:23])=[CH:20][CH:19]=2)=[CH:7][CH:6]=1)(=[O:4])=[O:3].[OH-].[Li+]>O1CCCC1.CO.O>[NH2:1][S:2]([C:5]1[CH:6]=[CH:7][C:8]([C:11]2[C:12]([C:28]3[CH:29]=[CH:30][CH:31]=[CH:32][CH:33]=3)=[N:13][O:14][C:15]=2[CH2:16][O:17][C:18]2[CH:27]=[CH:26][C:21]([C:22]([OH:24])=[O:23])=[CH:20][CH:19]=2)=[CH:9][CH:10]=1)(=[O:3])=[O:4] |f:1.2,3.4.5|. Procedure: Methyl 4-[[4-[4-(aminosulfonyl)phenyl]-3-phenylisoxazol-5-yl]methoxy]benzoate (Example 50) (65.0 mg, 0.14 mmol) was dissolved in tetrahydrofuran/methanol/water (5.0 mL 7:2:1) and lithium hydroxide (10 mg, 0.250 mmol) was added. The solution was heated to reflux for 4 hours and cooled to room temperature. The solvent was removed in vacuo and the crude product was purified by preparative high pressure liquid chromatography using a C18 reverse phase column. The appropriate factions were combined an... The reactants are II (iodine), C(C)(C)(C)OC(NC1=CC=NC=C1)=O (pyridin-4-yl-carbamic acid tert-butyl ester), CN(CCN(C)C)C (N,N,N′,N′-tetramethylethylene-diamine), C(CCC)[Li] (n-butyllithium). Run in C1CCOC1 (THF), C1CCOC1 (THF), C(C)(=O)OCC (ethyl acetate). Run at temperature -78 celsius, time 1.5 hour. Product: C(C)(C)(C)OC(NC1=C(C=NC=C1)I)=O ((3-iodo-pyridin-4-yl)-carbamic acid tert-butyl ester). The yield is 72.5%. RXN SMILES: [C:1]([O:5][C:6](=[O:14])[NH:7][C:8]1[CH:13]=[CH:12][N:11]=[CH:10][CH:9]=1)([CH3:4])([CH3:3])[CH3:2].CN(C)CCN(C)C.C([Li])CCC.[I:28]I>C1COCC1.C(OCC)(=O)C>[C:1]([O:5][C:6](=[O:14])[NH:7][C:8]1[CH:13]=[CH:12][N:11]=[CH:10][C:9]=1[I:28])([CH3:4])([CH3:2])[CH3:3]. Procedure details: To a solution of pyridin-4-yl-carbamic acid tert-butyl ester (14.8 g, 76.3 mmol) (reference example 44b) in THF (300 mL) is added N,N,N′,N′-tetramethylethylene-diamine (34.5 mL, 230 mmol) and the solution cooled to −78° C. To this solution is added slowly (2.5M) n-butyllithium (91.5 mL, 230 mmol), the reaction temperature allowed to rise to −20° C. and the resulting mixture stirred for 1.5 hours. The mixture is cooled to −78° C. and a solution of iodine (29.04 g, 114 mmol) in THF (60 mL) is adde... As a reaction SMILES: [C:45](=[O:46])([O:47][CH2:48][CH:49]1[c:50]2[cH:51][cH:52][cH:53][cH:54][c:55]2-[c:56]2[cH:57][cH:58][cH:59][cH:60][c:61]21)[NH:62][CH:63]([CH:64]([CH3:65])[CH3:66])[C:67](=[O:68])[OH:69].[CH3:34][N:35]([CH3:36])[CH2:37][CH2:38][CH2:39][N:40]=[C:41]=[N:42][CH2:43][CH3:44].[CH3:71][N:72]([CH3:73])[c:74]1[cH:75][cH:76][n:77][cH:78][cH:79]1.[Cl:80][CH2:81][Cl:82].[ClH:33].[O:83]=[CH:84][N:85]([CH3:86])[CH3:87].[OH2:70].[OH:1][CH2:2][CH2:3][c:4]1[c:5]([NH:12][c:13]2[c:14]([NH:23][S:24](=[O:25])(=[O:26])[c:27]3[n:28][cH:29][n:30]([CH3:32])[cH:31]3)[n:15][c:16]3[cH:17][cH:18][cH:19][cH:20][c:21]3[n:22]2)[cH:6][c:7]([O:10][CH3:11])[cH:8][cH:9]1>>[O:1]([CH2:2][CH2:3][c:4]1[c:5]([NH:12][c:13]2[c:14]([NH:23][S:24](=[O:25])(=[O:26])[c:27]3[n:28][cH:29][n:30]([CH3:32])[cH:31]3)[n:15][c:16]3[cH:17][cH:18][cH:19][cH:20][c:21]3[n:22]2)[cH:6][c:7]([O:10][CH3:11])[cH:8][cH:9]1)[C:67]([CH:63]([NH:62][C:45](=[O:46])[O:47][CH2:48][CH:49]1[c:50]2[cH:51][cH:52][cH:53][cH:54][c:55]2-[c:56]2[cH:57][cH:58][cH:59][cH:60][c:61]21)[CH:64]([CH3:65])[CH3:66])=[O:68]. Starting materials: CC(C)C(NC(=O)OCC1c2ccccc2-c2ccccc21)C(=O)O, CCN=C=NCCCN(C)C, CN(C)c1ccncc1, ClCCl, Cl, CN(C)C=O, O, COc1ccc(CCO)c(Nc2nc3ccccc3nc2NS(=O)(=O)c2cn(C)cn2)c1. The product is COc1ccc(CCOC(=O)C(NC(=O)OCC2c3ccccc3-c3ccccc32)C(C)C)c(Nc2nc3ccccc3nc2NS(=O)(=O)c2cn(C)cn2)c1.